Dataset: the Open Reaction Database (ORD), a public repository of structured organic reaction records. Task: describe an organic reaction: reactants, conditions, products, and yield Starting materials: CCO, Cc1oc(-c2ccccc2)nc1CC#N, [Co], [H][H]. Product: Cc1oc(-c2ccccc2)nc1CCN. Reaction SMILES: [CH3:19][CH2:20][OH:21].[CH3:1][c:2]1[c:3]([CH2:13][C:14]#[N:15])[n:4][c:5](-[c:7]2[cH:8][cH:9][cH:10][cH:11][cH:12]2)[o:6]1.[Co:18].[H:16][H:17]>>[CH3:1][c:2]1[c:3]([CH2:13][CH2:14][NH2:15])[n:4][c:5](-[c:7]2[cH:8][cH:9][cH:10][cH:11][cH:12]2)[o:6]1.